This data is from the Open Reaction Database (ORD), a public repository of structured organic reaction records. The task is: describe an organic reaction: reactants, conditions, products, and yield Starting materials: ClC1=C(C(=CC=C1)[N+](=O)[O-])SC(C)C (2-chloro-6-nitrophenyl-isopropylsulfane), steel. The reagents and catalysts are [Ni] (Raney nickel). Run in CO (methanol). Conditions: temperature 50 celsius, time 2.5 hour. Yields the product NC1=C(C(=CC=C1)Cl)SC(C)C (2-amino-6-chlorophenyl-isopropylsulfane). Yield: 98.3%. As a reaction SMILES: [Cl:1][C:2]1[CH:7]=[CH:6][CH:5]=[C:4]([N+:8]([O-])=O)[C:3]=1[S:11][CH:12]([CH3:14])[CH3:13]>[Ni].CO>[NH2:8][C:4]1[CH:5]=[CH:6][CH:7]=[C:2]([Cl:1])[C:3]=1[S:11][CH:12]([CH3:14])[CH3:13]. Reported procedure: 46.6 g of 2-chloro-6-nitrophenyl-isopropylsulfane, 160 ml of methanol and 5 g of Raney nickel 55 (water-moist, washed with methanol) were introduced into a steel autoclave. After flushing with nitrogen and hydrogen, the mixture was heated to 50° C., while stirring, and hydrogenation was carried out by forcing in hydrogen up to a maximum of 2 bar. After 2.5 hours, the uptake of hydrogen had ended. The mixture was then cooled to room temperature, the hydrogen was let down and the nickel catalyst w... The reactants are Cl (HCl), C1(=CC=CC=C1)C(CN=C=O)C (2-phenylpropyl isocyanate), C1(=CC=CC=C1)C(CN)C (2-phenylpropylamine), O=C(OC(Cl)(Cl)Cl)Cl (diphosgene). The solvent is C(C)(=O)OCC (ethyl acetate). The product is N1C=NC(=C1)CCCO (3-(1H-imidazol-4-yl)propanol). RXN SMILES: Cl.C1(C(C)[CH2:9][N:10]=C=O)C=CC=CC=1.[C:14]1([CH:20](C)[CH2:21][NH2:22])C=CC=[CH:16][CH:15]=1.[O:24]=C(Cl)OC(Cl)(Cl)Cl>C(OCC)(=O)C>[NH:16]1[CH:15]=[C:14]([CH2:20][CH2:21][CH2:22][OH:24])[N:10]=[CH:9]1. Reported procedure: HCl and 5 mmol of 2-phenylpropyl isocyanate (freshly prepared from 2-phenylpropylamine and diphosgene in ethyl acetate (Japan Kokai Tokkyo Koho JP, 60, 162, 262 (05.07.1985): Chem. Abstr. 103, 215012) are treated as described in Example 1. The reactants are CC1(C(N(C2=NC=CN=C21)[C@H]2CN(CC2)C(=O)OC(C)(C)C)=O)C ((R)-tert-butyl 3-(7,7-dimethyl-6-oxo-6,7-dihydro-5H-pyrrolo[2,3-b]pyrazin-5-yl)pyrrolidine-1-carboxylate), Cl (hydrogen chloride), S1C(=NC2=C1C=CC=C2)N2C[C@H](CC2)N2C(C(C=1C2=NC=CN1)(C)C)=O ((S)-5-(1-(benzo[d]thiazol-2-yl)pyrrolidin-3-yl)-7,7-dimethyl-5H-pyrrolo[2,3-b]pyrazin-6(7H)-one), O1CCOCC1 (1,4-dioxane). Yields the product C(C)(C)N(CC)C(C)C (diisopropylethylamine), ClC=1SC2=C(N1)C=CC=C2 (2-chlorobenzothiazole), S1C(=NC2=C1C=CC=C2)N2C[C@@H](CC2)N2C(C(C=1C2=NC=CN1)(C)C)=O ((R)-5-(1-(benzo[d]thiazol-2-yl)pyrrolidin-3-yl)-7,7-dimethyl-5H-pyrrolo[2,3-b]pyrazin-6(7H)-one). The yield is 60.9%. As a reaction SMILES: [S:1]1[C:5]2[CH:6]=[CH:7][CH:8]=[CH:9][C:4]=2[N:3]=[C:2]1[N:10]1[CH2:14][CH2:13][C@H:12]([N:15]2[C:19]3=[N:20][CH:21]=[CH:22][N:23]=[C:18]3[C:17]([CH3:25])([CH3:24])[C:16]2=[O:26])[CH2:11]1.[CH3:27]C1(C)C2C(=NC=CN=2)N([C@@H]2CCN(C(OC(C)(C)C)=O)C2)C1=O.[ClH:51].O1CCOCC1>>[CH:19]([N:15]([CH:12]([CH3:11])[CH3:13])[CH2:16][CH3:17])([CH3:18])[CH3:27].[Cl:51][C:2]1[S:1][C:5]2[CH:6]=[CH:7][CH:8]=[CH:9][C:4]=2[N:3]=1.[S:1]1[C:5]2[CH:6]=[CH:7][CH:8]=[CH:9][C:4]=2[N:3]=[C:2]1[N:10]1[CH2:14][CH2:13][C@@H:12]([N:15]2[C:19]3=[N:20][CH:21]=[CH:22][N:23]=[C:18]3[C:17]([CH3:24])([CH3:25])[C:16]2=[O:26])[CH2:11]1. Procedure details: The title compound was synthesized following the procedure described for (S)-5-(1-(benzo[d]thiazol-2-yl)pyrrolidin-3-yl)-7,7-dimethyl-5H-pyrrolo[2,3-b]pyrazin-6(7H)-one (See EXAMPLE 141), using (R)-tert-butyl 3-(7,7-dimethyl-6-oxo-6,7-dihydro-5H-pyrrolo[2,3-b]pyrazin-5-yl)pyrrolidine-1-carboxylate (0.3 g, 0.903 mmol), hydrogen chloride, 4M in 1,4-dioxane (10 mL, 40.0 mmol), diisopropylethylamine (1 mL, 5.75 mmol), and 2-chlorobenzothiazole (0.153 mL, 0.903 mmol) to afford (R)-5-(1-(benzo[d]thiaz... As a reaction SMILES: [Cl:1][C:2]([Cl:15])([Cl:14])[CH:3]([C:5]1[C:13]2[S:12][N:11]=[N:10][C:9]=2[CH:8]=[CH:7][CH:6]=1)[OH:4]>C(Cl)(Cl)Cl.[O-2].[O-2].[Mn+4]>[Cl:15][C:2]([Cl:1])([Cl:14])[C:3]([C:5]1[C:13]2[S:12][N:11]=[N:10][C:9]=2[CH:8]=[CH:7][CH:6]=1)=[O:4] |f:2.3.4|. Procedure details: A solution of 2.8 g of 7-(1,1,1-trichloro-2-hydroxyeth-2-yl)benzo-1,2,3-thiadiazole in 30 ml of chloroform is treated with 5 g of manganese dioxide and refluxed for 16 hours, with stirring. A further 5 and 3 g of manganese dioxide are added at intervals of 16 hours and 8 hours, respectively. After a total of 40 hours, the mixture is cooled and filtered twice through Hyflo, the filtrate is evaporated and purified using silica gel (hexane/ethyl acetate 7:3), giving the title compound of refractive... The reactants are ClC(C(O)C1=CC=CC=2N=NSC21)(Cl)Cl (7-(1,1,1-trichloro-2-hydroxyeth-2-yl)benzo-1,2,3-thiadiazole). Yields the product ClC(C(=O)C1=CC=CC=2N=NSC21)(Cl)Cl (7-trichloroacetylbenzo-1,2,3-thiadiazole). Solvent: C(Cl)(Cl)Cl (chloroform). The reagents and catalysts are [O-2].[O-2].[Mn+4] (manganese dioxide), [O-2].[O-2].[Mn+4] (manganese dioxide). Reactants: OC=1C(=CC=2C(CCC(C2C1)(C)C)(C)C)C(C)=O (1-(3-Hydroxy-5,6,7,8-tetrahydro-5,5,8,8-tetramethylnaphthalen-2-yl)-ethanone), C(C1=CC=CC=C1)Br (benzylbromide). The solvent is CS(=O)C (DMSO). The product is C(C1=CC=CC=C1)OC=1C(=CC=2C(CCC(C2C1)(C)C)(C)C)C(C)=O (1-(3-benzyloxy-5,6,7,8-tetrahydro-5,5,8,8-tetramethylnaphthalen-2-yl)ethanone). Yield: 75.4%. RXN SMILES: [OH:1][C:2]1[C:3]([C:16](=[O:18])[CH3:17])=[CH:4][C:5]2[C:6]([CH3:15])([CH3:14])[CH2:7][CH2:8][C:9]([CH3:13])([CH3:12])[C:10]=2[CH:11]=1.[CH2:19](Br)[C:20]1[CH:25]=[CH:24][CH:23]=[CH:22][CH:21]=1>CS(C)=O>[CH2:19]([O:1][C:2]1[C:3]([C:16](=[O:18])[CH3:17])=[CH:4][C:5]2[C:6]([CH3:15])([CH3:14])[CH2:7][CH2:8][C:9]([CH3:12])([CH3:13])[C:10]=2[CH:11]=1)[C:20]1[CH:25]=[CH:24][CH:23]=[CH:22][CH:21]=1. Procedure: 1-(3-Hydroxy-5,6,7,8-tetrahydro-5,5,8,8-tetramethylnaphthalen-2-yl)-ethanone (0.103 g, 0.418 mmol) in DMSO (1 mL) was alkylated with benzylbromide (0.100 g, 0.585 mmol, 0.070 mL) as described in Example 21. Aqueous workup gave 1-(3-benzyloxy-5,6,7,8-tetrahydro-5,5,8,8-tetramethylnaphthalen-2-yl)ethanone 0.106 g (75% crude) as a yellow oil: 1H-NMR (400 MHz, CDCl3) δ 7.74 (s, 1H, ArH), 7.45 (m, 5H, ArH), 6.88 (s, 1H, ArH), 5.12 (s, 2H, OCH2), 2.59 (s, 3H, CH3), 1.66 (br s, 4H, 2CH2), 1.28 (s, 6H, ... Reactants: C(C)OC(CC(C(C1=CC=CC=C1)=O)C(C1=CC=CC=C1)=O)=O (3,3-dibenzoyl-propionic acid ethyl ester), N(N)C=1C=NC=CC1 (3-hydrazino-pyridine). The solvent is C(C)(=O)O (acetic acid). Product: C1(=CC=CC=C1)C1=NN(C(=C1CC(=O)O)C1=CC=CC=C1)C=1C=NC=CC1 (3,5-diphenyl-1-(3-pyridyl)-pyrazol-4-acetic acid). The yield is 61.2%. RXN SMILES: C([O:3][C:4](=[O:23])[CH2:5][CH:6]([C:15](=O)[C:16]1[CH:21]=[CH:20][CH:19]=[CH:18][CH:17]=1)[C:7](=O)[C:8]1[CH:13]=[CH:12][CH:11]=[CH:10][CH:9]=1)C.[NH:24]([C:26]1[CH:27]=[N:28][CH:29]=[CH:30][CH:31]=1)[NH2:25]>C(O)(=O)C>[C:8]1([C:7]2[C:6]([CH2:5][C:4]([OH:3])=[O:23])=[C:15]([C:16]3[CH:17]=[CH:18][CH:19]=[CH:20][CH:21]=3)[N:24]([C:26]3[CH:27]=[N:28][CH:29]=[CH:30][CH:31]=3)[N:25]=2)[CH:9]=[CH:10][CH:11]=[CH:12][CH:13]=1. Procedure: 8.7 grams 3,3-dibenzoyl-propionic acid ethyl ester, 5.0 grams 3-hydrazino-pyridine and 6.0 grams glacial acetic acid were mixed and the mixture heated to the boiling temperature under reflux for 5 hours. The reaction product was further processed by a procedure analogous to that described in Example (2a). 6.1 grams 3,5-diphenyl-1-(3-pyridyl)-pyrazol-4-acetic acid, melting at 185°-187° C., were obtained, representing a yield of 62%. Reactants: BrC=1C=C(C=C2C3=C(NC12)C(OCC3)(CC)CCO)C(C)C (2-(8-bromo-1-ethyl-6-isopropyl-1,3,4,9-tetrahydro-pyrano[3,4-b]indol-1-yl)-ethanol), C1=CC=C(C=2OC3=C(C21)C=CC=C3)B(O)O (4-dibenzofuranboronic acid). The product is C1=CC(=CC=2OC3=C(C21)C=CC=C3)C=3C=C(C=C2C1=C(NC32)C(OCC1)(CC)CCO)C(C)C (2-(8-DIBENZOFURAN-3-YL-1-ETHYL-6-ISOPROPYL-1,3,4,9-TETRAHYDRO-PYRANO[3,4-b]INDOL-1-YL)-ETHANOL). RXN SMILES: Br[C:2]1[CH:3]=[C:4]([CH:20]([CH3:22])[CH3:21])[CH:5]=[C:6]2[C:10]=1[NH:9][C:8]1[C:11]([CH2:17][CH2:18][OH:19])([CH2:15][CH3:16])[O:12][CH2:13][CH2:14][C:7]2=1.[CH:23]1[C:31]2[C:30]3[CH:32]=[CH:33][CH:34]=[CH:35][C:29]=3[O:28][C:27]=2[C:26](B(O)O)=[CH:25][CH:24]=1>>[CH:23]1[C:31]2[C:30]3[CH:32]=[CH:33][CH:34]=[CH:35][C:29]=3[O:28][C:27]=2[CH:26]=[C:25]([C:2]2[CH:3]=[C:4]([CH:20]([CH3:21])[CH3:22])[CH:5]=[C:6]3[C:10]=2[NH:9][C:8]2[C:11]([CH2:17][CH2:18][OH:19])([CH2:15][CH3:16])[O:12][CH2:13][CH2:14][C:7]3=2)[CH:24]=1. Procedure: The title compound is prepared in a manner analogous to Example 1, except using 2-(8-bromo-1-ethyl-6-isopropyl-1,3,4,9-tetrahydro-pyrano[3,4-b]indol-1-yl)-ethanol and 4-dibenzofuranboronic acid in step 1.F. Procedure: Phosphorous pentachloride (86 g) was added slowly to a stirred suspension of the above pivaloylmalononitrile intermediate (a) (57 g) in methylene chloride (500 ml) and was allowed to stir at room temperature for 16 hours. Sulfur dioxide was passed through the solution for 20 minutes and the solvent was removed on a rotary evaporator. The residue was poured onto ice and filtered. The product was used without further purification. Conditions: time 16 hour. The solvent is C(Cl)Cl (methylene chloride). RXN SMILES: P(Cl)(Cl)(Cl)(Cl)[Cl:2].[C:7]([CH:13]([C:16]#[N:17])[C:14]#[N:15])(=O)[C:8]([CH3:11])([CH3:10])[CH3:9].S(=O)=O>C(Cl)Cl>[Cl:2][C:7]([C:8]([CH3:11])([CH3:10])[CH3:9])=[C:13]([C:16]#[N:17])[C:14]#[N:15]. Product: ClC(=C(C#N)C#N)C(C)(C)C (3-Chloro-2-cyano-4,4-dimethyl-2-pentenenitrile). Starting materials: P(Cl)(Cl)(Cl)(Cl)Cl (Phosphorous pentachloride), C(C(C)(C)C)(=O)C(C#N)C#N (pivaloylmalononitrile), S(=O)=O (Sulfur dioxide). Starting materials: BrC=1C=C(C=C(C1)[N+](=O)[O-])NC(C)=O (N-(3-bromo-5-nitrophenyl)acetamide), N#N (N2), C([O-])([O-])=O.[Na+].[Na+] (sodium carbonate), CN1N=CC(=C1)B1OC(C(O1)(C)C)(C)C (1-Methyl-4-(4,4,5,5-tetramethyl-1,3,2-dioxaborolan-2-yl)-1H-pyrazole). The reagents and catalysts are C1=CC=C(C=C1)P([C-]2C=CC=C2)C3=CC=CC=C3.C1=CC=C(C=C1)P([C-]2C=CC=C2)C3=CC=CC=C3.Cl[Pd]Cl.[Fe+2] (Pd(dppf)Cl2). The solvent is COCCOC (1,2-dimethoxyethane). Yields the product CN1N=CC(=C1)C=1C=C(C=C(C1)[N+](=O)[O-])NC(C)=O (N-(3-(1-methyl-1H-pyrazol-4-yl)-5-nitrophenyl)acetamide). The yield is 81.0%. Reaction SMILES: Br[C:2]1[CH:3]=[C:4]([NH:11][C:12](=[O:14])[CH3:13])[CH:5]=[C:6]([N+:8]([O-:10])=[O:9])[CH:7]=1.N#N.[CH3:17][N:18]1[CH:22]=[C:21](B2OC(C)(C)C(C)(C)O2)[CH:20]=[N:19]1.C(=O)([O-])[O-].[Na+].[Na+]>COCCOC.C1C=CC(P(C2C=CC=CC=2)[C-]2C=CC=C2)=CC=1.C1C=CC(P(C2C=CC=CC=2)[C-]2C=CC=C2)=CC=1.Cl[Pd]Cl.[Fe+2]>[CH3:17][N:18]1[CH:22]=[C:21]([C:2]2[CH:3]=[C:4]([NH:11][C:12](=[O:14])[CH3:13])[CH:5]=[C:6]([N+:8]([O-:10])=[O:9])[CH:7]=2)[CH:20]=[N:19]1 |f:3.4.5,7.8.9.10|. Procedure: A solution of N-(3-bromo-5-nitrophenyl)acetamide (0.5 g, 1.9 mmol) in 1,2-dimethoxyethane (20 ml) was degassed by N2 bubbling for 5 min. 1-Methyl-4-(4,4,5,5-tetramethyl-1,3,2-dioxaborolan-2-yl)-1H-pyrazole (0.513 g, 2.47 mmol, 1.3 eq.) was added and the mixture was degassed for another 5 min. Pd(dppf)Cl2 (0.155 g, 0.19 mmol, 0.1 eq.) and aqueous sodium carbonate (0.5 g, 4.75 mmol, 2.5 eq.) were added and the procedure of Example 1(d) was followed. The crude residue of the product was purified by... Starting materials: Cc1nnc(C(C)C)n1C1CC2CCC(C1)N2CCC(C)(CN)c1ccccc1, CCN(C(C)C)C(C)C, ClCCl, O=S(=O)(Cl)c1ccccc1. Yields the product Cc1nnc(C(C)C)n1C1CC2CCC(C1)N2CCC(C)(CNS(=O)(=O)c1ccccc1)c1ccccc1. Reaction SMILES: [CH3:1][C:2]([CH2:3][NH2:4])([CH2:5][CH2:6][N:7]1[CH:8]2[CH2:9][CH:10]([n:15]3[c:16]([CH3:23])[n:17][n:18][c:19]3[CH:20]([CH3:21])[CH3:22])[CH2:11][CH:12]1[CH2:13][CH2:14]2)[c:24]1[cH:25][cH:26][cH:27][cH:28][cH:29]1.[CH:30]([N:31]([CH:32]([CH3:33])[CH3:34])[CH2:35][CH3:36])([CH3:37])[CH3:38].[Cl:49][CH2:50][Cl:51].[c:39]1([S:45](=[O:46])(=[O:47])[Cl:48])[cH:40][cH:41][cH:42][cH:43][cH:44]1>>[CH3:1][C:2]([CH2:3][NH:4][S:45]([c:39]1[cH:40][cH:41][cH:42][cH:43][cH:44]1)(=[O:46])=[O:47])([CH2:5][CH2:6][N:7]1[CH:8]2[CH2:9][CH:10]([n:15]3[c:16]([CH3:23])[n:17][n:18][c:19]3[CH:20]([CH3:21])[CH3:22])[CH2:11][CH:12]1[CH2:13][CH2:14]2)[c:24]1[cH:25][cH:26][cH:27][cH:28][cH:29]1.